From a dataset of the Open Reaction Database (ORD), a public repository of structured organic reaction records. describe an organic reaction: reactants, conditions, products, and yield Starting materials: CC1=C(C(=O)OC(C)(C)C)C=CC(=C1)C1=NSC(O1)=O (tert-butyl 2-methyl-4-(2-oxo-1,3,4-oxathiazol-5-yl)benzoate), ClC1=CC(=CC(=C1)C(=C)C(F)(F)F)Cl (1,3-dichloro-5-[1-(trifluoromethyl)vinyl]benzene). Yields the product ClC=1C=C(C=C(C1)Cl)C1(CC(=NS1)C1=CC(=C(C(=O)OC(C)(C)C)C=C1)C)C(F)(F)F (tert-butyl 4-[5-(3,5-dichlorophenyl)-5-(trifluoromethyl)-4H-isothiazol-3-yl]-2-methyl-benzoate). RXN SMILES: [CH3:1][C:2]1[CH:14]=[C:13]([C:15]2OC(=O)[S:17][N:16]=2)[CH:12]=[CH:11][C:3]=1[C:4]([O:6][C:7]([CH3:10])([CH3:9])[CH3:8])=[O:5].[Cl:21][C:22]1[CH:27]=[C:26]([C:28]([C:30]([F:33])([F:32])[F:31])=[CH2:29])[CH:25]=[C:24]([Cl:34])[CH:23]=1>>[Cl:21][C:22]1[CH:27]=[C:26]([C:28]2([C:30]([F:31])([F:32])[F:33])[S:17][N:16]=[C:15]([C:13]3[CH:12]=[CH:11][C:3]([C:4]([O:6][C:7]([CH3:8])([CH3:9])[CH3:10])=[O:5])=[C:2]([CH3:1])[CH:14]=3)[CH2:29]2)[CH:25]=[C:24]([Cl:34])[CH:23]=1. Procedure details: A solution of tert-butyl 2-methyl-4-(2-oxo-1,3,4-oxathiazol-5-yl)benzoate (50 mg) in 1,3-dichloro-5-[1-(trifluoromethyl)vinyl]benzene (5 mL, prepared according to WO 2005085216) was heated 190° C. during 10 minutes in a microwave. The residue was purified by chromatography on silica gel (eluent: cyclohexane/ethyl acetate) then on preparative HPLC to give tert-butyl 4-[5-(3,5-dichlorophenyl)-5-(trifluoromethyl)-4H-isothiazol-3-yl]-2-methyl-benzoate (18.5 mg) as a solid. 1H-NMR (CDCl3, 400 MHz): δ... Product: CNC(=S)C1C(C(OC2=C1C=C(C=C2)[N+](=O)[O-])(C)C)O (N-methyl-6-nitro-3,4-dihydro-3-hydroxy-2,2-dimethyl -2H-1-benzopyran-4-carbothioamide). Reactants: CNC(=S)C1=C(C(OC2=C1C=C(C=C2)[N+](=O)[O-])(C)C)O (N-methyl-6-nitro-3-hydroxy-2,2-dimethyl-2H-1-benzopyran-4-carbothioamide), [BH4-].[Na+] (sodium borohydride). Procedure: To a mixture of 2.08 g of N-methyl-6-nitro-3-hydroxy-2,2-dimethyl-2H-1-benzopyran-4-carbothioamide and 50 ml of methanol was added 1.33 g of sodium borohydride at -10° C. while stirring. The mixture was stirred for 24 hours while slowly raising the temperature from -10° C. up to room temperature, followed by concentration under reduced pressure. Water was added to the residue, and the mixture was extracted with methylene chloride. The organic layer was washed with a saturated sodium chloride aqu... The solvent is CO (methanol). Yield: 28.6%. Reaction SMILES: [CH3:1][NH:2][C:3]([C:5]1[C:10]2[CH:11]=[C:12]([N+:15]([O-:17])=[O:16])[CH:13]=[CH:14][C:9]=2[O:8][C:7]([CH3:19])([CH3:18])[C:6]=1[OH:20])=[S:4].[BH4-].[Na+]>CO>[CH3:1][NH:2][C:3]([CH:5]1[C:10]2[CH:11]=[C:12]([N+:15]([O-:17])=[O:16])[CH:13]=[CH:14][C:9]=2[O:8][C:7]([CH3:18])([CH3:19])[CH:6]1[OH:20])=[S:4] |f:1.2|. Starting materials: C(C)OC(=O)C1=NN2C(NC=3C=CC=CC3C2=C1C)=O (1-methylpyrazolo[1,5-c]quinazoline-5(6H)-one-2-carboxylic acid ethyl ester), [OH-].[K+] (potassium hydroxide), ester. The product is OCC1=NN2C(NC=3C=CC=CC3C2=C1)=O (2-(Hydroxymethyl)pyrazolo[1,5-c]quinazolin-5(6H)-one). As a reaction SMILES: C([O:3][C:4]([C:6]1[C:18](C)=[C:17]2[N:8]([C:9](=[O:20])[NH:10][C:11]3[CH:12]=[CH:13][CH:14]=[CH:15][C:16]=32)[N:7]=1)=O)C.[OH-].[K+]>>[OH:3][CH2:4][C:6]1[CH:18]=[C:17]2[N:8]([C:9](=[O:20])[NH:10][C:11]3[CH:12]=[CH:13][CH:14]=[CH:15][C:16]=32)[N:7]=1 |f:1.2|. Procedure: Following the procedure of Example 25, but substituting 2[(acetoxy)methyl]pyrazolo[1,5-c]quinazoline-5(6H)-one for 1-methylpyrazolo[1,5-c]quinazoline-5(6H)-one-2-carboxylic acid ethyl ester in Example 25 and using a mole ratio of 2 to 1 for the quantity of potassium hydroxide to ester, the title compound is obtained. Yields the product C1(CCC1)CC(C(=O)O)N1N=CC(=CC1=O)OC1=C(C=CC=C1F)F (3-cyclobutyl-2-[4-(2,6-difluoro-phenoxy)-6-oxo-6H-pyridazin-1-yl]-propionic acid). Reaction SMILES: Cl[C:2]1[C:3](=[O:15])[N:4](C2CCCCO2)[N:5]=[CH:6][C:7]=1Cl.[F:16][C:17]1[CH:22]=[CH:21][CH:20]=[C:19]([F:23])[C:18]=1[OH:24].C[O:26][C:27](=[O:35])[CH:28](Br)[CH2:29][CH:30]1[CH2:33][CH2:32][CH2:31]1>>[CH:30]1([CH2:29][CH:28]([N:4]2[C:3](=[O:15])[CH:2]=[C:7]([O:24][C:18]3[C:17]([F:16])=[CH:22][CH:21]=[CH:20][C:19]=3[F:23])[CH:6]=[N:5]2)[C:27]([OH:26])=[O:35])[CH2:33][CH2:32][CH2:31]1. Procedure details: In an analogous manner to the stepwise sequence outlined in intermediate 19, starting from 4,5-dichloro-2-(tetrahydropyran-2-yl)-2H-pyridazin-3-one (Intermediate 20) and 2,6-difluoro-phenol and alkylating with 2-bromo-3-cyclobutyl-propionic acid methyl ester (Intermediate 16) afforded 3-cyclobutyl-2-[4-(2,6-difluoro-phenoxy)-6-oxo-6H-pyridazin-1-yl]-propionic acid as a white solid (520.5 mg, 82% for the final step); ES+-HRMS m/e calcd for C17H16N2O4F2 [M+H+] 351.1151, found 351.1152. 1H NMR (400... Reactants: intermediate 19, FC1=C(C(=CC=C1)F)O (2,6-difluoro-phenol), COC(C(CC1CCC1)Br)=O (2-bromo-3-cyclobutyl-propionic acid methyl ester), ClC=1C(N(N=CC1Cl)C1OCCCC1)=O (4,5-dichloro-2-(tetrahydropyran-2-yl)-2H-pyridazin-3-one), ClC=1C(N(N=CC1Cl)C1OCCCC1)=O (4,5-dichloro-2-(tetrahydropyran-2-yl)-2H-pyridazin-3-one), COC(C(CC1CCC1)Br)=O (2-bromo-3-cyclobutyl-propionic acid methyl ester). The reactants are Intermediate G, C1=CC=C(C=C1)C2=CC=CC=C2.C1=CC=C(C=C1)OC2=CC=CC=C2 (Dowtherm), intermediate E, COC1=NC=C(C=C1)N (2-methoxy-5-aminopyridine), ester, C(OCC)(OCC)OCC (triethyl orthoformate), product G, olefin. Product: N1=CC=CC2=NC=CC=C12 (1,5-naphthyridine). As a reaction SMILES: CO[C:3]1[CH:8]=[CH:7][C:6]([NH2:9])=[CH:5][N:4]=1.C(OCC)(OCC)OCC.[CH:20]1[CH:25]=CC(C2C=CC=CC=2)=C[CH:21]=1.C1C=CC(OC2C=CC=CC=2)=CC=1>>[N:4]1[C:5]2[C:6](=[N:9][CH:21]=[CH:20][CH:25]=2)[CH:7]=[CH:8][CH:3]=1 |f:2.3|. Procedure details: An alternative synthetic sequence to obtain the key intermediate E is described in Scheme 2. Commercially available 2-methoxy-5-aminopyridine F is converted by heating in the presence of ester B and triethyl orthoformate to the condensation product G as a mixture of olefin isomers (Scheme 2). Intermediate G is added to hot Dowtherm™ A to facilitate the ring closure and to yield the 1,5-naphthyridine H. Demethylation at the 6-position of H is conducted by treatment with trimethylsilyl chloride an... The reactants are C(C)C=1C=C2C(=C(N=NC2=CC1)C(=O)OCC)O (ethyl 6-ethyl-4-hydroxycinnolin-3-yl carboxylate), S(O)(O)(=O)=O (sulphuric acid). Reagents/catalysts: [O-2].[O-2].[O-2].[Cr+6] (chromium trioxide). Conditions: time 5 hour. Product: C(C)(=O)C=1C=C2C(=C(N=NC2=CC1)C(=O)OCC)O (ethyl 6-acetyl-4-hydroxycinnolin-3-yl carboxylate). As a reaction SMILES: [CH2:1]([C:3]1[CH:4]=[C:5]2[C:10](=[CH:11][CH:12]=1)[N:9]=[N:8][C:7]([C:13]([O:15][CH2:16][CH3:17])=[O:14])=[C:6]2[OH:18])[CH3:2].S(=O)(=O)(O)[OH:20]>[O-2].[O-2].[O-2].[Cr+6]>[C:1]([C:3]1[CH:4]=[C:5]2[C:10](=[CH:11][CH:12]=1)[N:9]=[N:8][C:7]([C:13]([O:15][CH2:16][CH3:17])=[O:14])=[C:6]2[OH:18])(=[O:20])[CH3:2] |f:2.3.4.5|. Procedure: A solution of ethyl 6-ethyl-4-hydroxycinnolin-3-yl carboxylate (5.0 g.) in concentrated sulphuric acid (30 ml.) was stirred at 10° C. as chromium trioxide (6.0 g.) was added. The solution was stirred at room temperature for 5 hours and then was poured onto cracked ice. The resulting aqueous solution was extracted with ethyl acetate (4 × 250 ml.), and the combined extracts were shaken with excess sodium bisulphite solution to extract ketonic material as the bisulphite compound. The aqueous bisulp... The reactants are CCOC(=O)CC1(CCC(CO)CCc2ccc(C(=O)OC)cc2)CC1, ClCCl, O=[Cr](=O)([O-])Cl, c1cc[nH+]cc1. The product is CCOC(=O)CC1(CCC(C=O)CCc2ccc(C(=O)OC)cc2)CC1. As a reaction SMILES: [CH2:12]([CH3:13])[O:14][C:15]([CH2:16][C:17]1([CH2:20][CH2:21][CH:22]([CH2:23][CH2:24][c:25]2[cH:26][cH:27][c:28]([C:29](=[O:30])[O:31][CH3:32])[cH:33][cH:34]2)[CH2:35][OH:36])[CH2:18][CH2:19]1)=[O:37].[Cl:38][CH2:39][Cl:40].[O:1]=[Cr:2]([Cl:3])([O-:4])=[O:5].[nH+:6]1[cH:7][cH:8][cH:9][cH:10][cH:11]1>>[CH2:12]([CH3:13])[O:14][C:15]([CH2:16][C:17]1([CH2:20][CH2:21][CH:22]([CH2:23][CH2:24][c:25]2[cH:26][cH:27][c:28]([C:29](=[O:30])[O:31][CH3:32])[cH:33][cH:34]2)[CH:35]=[O:36])[CH2:18][CH2:19]1)=[O:37]. Starting materials: CC12CNc3ccc(Br)c(c31)NC(=O)C2, N#C[Cu], CN(C)C=O, c1ccc(P(c2ccccc2)(c2ccccc2)[Pd](P(c2ccccc2)(c2ccccc2)c2ccccc2)(P(c2ccccc2)(c2ccccc2)c2ccccc2)P(c2ccccc2)(c2ccccc2)c2ccccc2)cc1. Yields the product CC12CNc3ccc(C#N)c(c31)NC(=O)C2. As a reaction SMILES: [Br:1][c:2]1[cH:3][cH:4][c:5]2[c:6]3[c:11]1[NH:10][C:9](=[O:12])[CH2:8][C:7]3([CH3:15])[CH2:13][NH:14]2.[Cu:16][C:17]#[N:18].[O:19]=[CH:20][N:21]([CH3:22])[CH3:23].[cH:24]1[cH:25][cH:26][c:27]([P:28]([Pd:29]([P:30]([c:31]2[cH:32][cH:33][cH:34][cH:35][cH:36]2)([c:37]2[cH:38][cH:39][cH:40][cH:41][cH:42]2)[c:43]2[cH:44][cH:45][cH:46][cH:47][cH:48]2)([P:49]([c:50]2[cH:51][cH:52][cH:53][cH:54][cH:55]2)([c:56]2[cH:57][cH:58][cH:59][cH:60][cH:61]2)[c:62]2[cH:63][cH:64][cH:65][cH:66][cH:67]2)[P:68]([c:69]2[cH:70][cH:71][cH:72][cH:73][cH:74]2)([c:75]2[cH:76][cH:77][cH:78][cH:79][cH:80]2)[c:81]2[cH:82][cH:83][cH:84][cH:85][cH:86]2)([c:87]2[cH:88][cH:89][cH:90][cH:91][cH:92]2)[c:93]2[cH:94][cH:95][cH:96][cH:97][cH:98]2)[cH:99][cH:100]1>>[c:2]1([C:17]#[N:18])[cH:3][cH:4][c:5]2[c:6]3[c:11]1[NH:10][C:9](=[O:12])[CH2:8][C:7]3([CH3:15])[CH2:13][NH:14]2.